From a dataset of the Open Reaction Database (ORD), a public repository of structured organic reaction records. describe an organic reaction: reactants, conditions, products, and yield Reactants: n-butyl aldehyde, n-butyl aldehyde, C#N (hydrocyanic acid), C(CCC)C(C#N)O (α-n-butyl-α-hydroxyacetonitrile), C#N (hydrocyanic acid), S(O)(O)(=O)=O (sulfuric acid), S(O)(O)(=O)=O (sulfuric acid). Run in O (water). Conditions: time 0.5 hour. The product is OC(C(=O)N)CCCC (2-hydroxyhexanoic acid amide), 2-hydroxysulfonyl oxy hexanoic acid amide. Reaction SMILES: S(=O)(=O)(O)[OH:2].[CH2:6]([CH:10]([OH:13])[C:11]#[N:12])[CH2:7][CH2:8][CH3:9].C#N>O>[OH:13][CH:10]([CH2:6][CH2:7][CH2:8][CH3:9])[C:11]([NH2:12])=[O:2]. Procedure: A stirrer, a thermometer and a dropping funnel were set to a 1,000-mL four-necked flask and to a reaction apparatus, 95% sulfuric acid (450 g, 4.4 mol) was added and cooled so that the liquid temperature was lower than 30° C. To the cooled sulfuric acid with stirring, was added α-n-butyl-α-hydroxyacetonitrile prepared from n-butyl aldehyde and hydrocyanic acid (1.5 mol, content 87 to 94%, further containing unreacted hydrocyanic acid, starting material n-butyl aldehyde and water) with the use of... Reactants: O=C(CCl)NCc1ccccc1, CCN(C(C)C)C(C)C, Nc1ccc(F)cc1, CN(C)C=O, O. Yields the product O=C(CNc1ccc(F)cc1)NCc1ccccc1. RXN SMILES: [CH2:1]([c:2]1[cH:3][cH:4][cH:5][cH:6][cH:7]1)[NH:8][C:9]([CH2:10][Cl:11])=[O:12].[CH:13]([N:14]([CH2:15][CH3:16])[CH:17]([CH3:18])[CH3:19])([CH3:20])[CH3:21].[F:22][c:23]1[cH:24][cH:25][c:26]([NH2:27])[cH:28][cH:29]1.[O:31]=[CH:32][N:33]([CH3:34])[CH3:35].[OH2:30]>>[CH2:1]([c:2]1[cH:3][cH:4][cH:5][cH:6][cH:7]1)[NH:8][C:9]([CH2:10][NH:27][c:26]1[cH:25][cH:24][c:23]([F:22])[cH:29][cH:28]1)=[O:12]. The reactants are [Br-], Brc1ccc2c(c1)OCCn1cc(I)nc1-2, CCOCC, CC[Mg+], CN(C)C=O, C1CCOC1. Product: O=Cc1cn2c(n1)-c1ccc(Br)cc1OCC2. RXN SMILES: [Br-:1].[Br:5][c:6]1[cH:7][c:8]2[c:9]([cH:19][cH:20]1)-[c:10]1[n:11]([cH:15][c:16]([I:18])[n:17]1)[CH2:12][CH2:13][O:14]2.[CH2:26]([O:27][CH2:28][CH3:29])[CH3:30].[CH2:2]([Mg+:3])[CH3:4].[CH3:21][N:22]([CH:23]=[O:24])[CH3:25].[O:31]1[CH2:32][CH2:33][CH2:34][CH2:35]1>>[Br:5][c:6]1[cH:7][c:8]2[c:9]([cH:19][cH:20]1)-[c:10]1[n:11]([cH:15][c:16]([CH:23]=[O:24])[n:17]1)[CH2:12][CH2:13][O:14]2. Reactants: CN(C)CC1(c2ccc(O)cc2)CCOCC1, COC1CCN(CCCCl)CC1, [K+], [K+], O=C([O-])[O-], CN(C)C=O. The product is COC1CCN(CCCOc2ccc(C3(CN(C)C)CCOCC3)cc2)CC1. Reaction SMILES: [CH3:1][N:2]([CH3:3])[CH2:4][C:5]1([c:11]2[cH:12][cH:13][c:14]([OH:17])[cH:15][cH:16]2)[CH2:6][CH2:7][O:8][CH2:9][CH2:10]1.[Cl:18][CH2:19][CH2:20][CH2:21][N:22]1[CH2:23][CH2:24][CH:25]([O:28][CH3:29])[CH2:26][CH2:27]1.[K+:30].[K+:31].[O-:32][C:33]([O-:34])=[O:35].[O:36]=[CH:37][N:38]([CH3:39])[CH3:40]>>[CH3:1][N:2]([CH3:3])[CH2:4][C:5]1([c:11]2[cH:12][cH:13][c:14]([O:17][CH2:19][CH2:20][CH2:21][N:22]3[CH2:23][CH2:24][CH:25]([O:28][CH3:29])[CH2:26][CH2:27]3)[cH:15][cH:16]2)[CH2:6][CH2:7][O:8][CH2:9][CH2:10]1. Reactants: COC=1C=C(C=C(C1O)OC)C(C)=O (3′,5′-Dimethoxy-4′-hydroxyacetophenone), C1(=CC=CC=C1)P(C1=CC=CC=C1)C1=CC=CC=C1 (triphenylphosphine), C(CO)(=O)OCC (ethyl glycolate), CCOC(=O)/N=N/C(=O)OCC (diethylazodicarboxylate). Solvent: O1CCCC1 (tetrahydrofuran). The product is C(C)OC(=O)C1=C(C=C(C=C1OC)C(COC)=O)OC (4′-ethoxycarbonyl-methoxy-3′,5′-dimethoxyacetophenone). The yield is 35.9%. Reaction SMILES: [CH3:1][O:2][C:3]1[CH:4]=[C:5]([C:12](=[O:14])[CH3:13])[CH:6]=[C:7]([O:10][CH3:11])[C:8]=1O.C1(P(C2C=CC=CC=2)C2C=CC=CC=2)C=CC=CC=1.[C:34]([O:38][CH2:39][CH3:40])(=[O:37])CO.C[CH2:42][O:43]C(/N=N/C(OCC)=O)=O>O1CCCC1>[CH2:39]([O:38][C:34]([C:8]1[C:7]([O:10][CH3:11])=[CH:6][C:5]([C:12](=[O:14])[CH2:13][O:43][CH3:42])=[CH:4][C:3]=1[O:2][CH3:1])=[O:37])[CH3:40]. Procedure details: Ex-61A: 3′,5′-Dimethoxy-4′-hydroxyacetophenone (6.03 g, 31 mmol) and triphenylphosphine (8.05 g, 31 mmol) were stirred in 124 mL of tetrahydrofuran (THF). The mixture was treated with ethyl glycolate (3.2 g, 31 mmol) and diethylazodicarboxylate (4.83 mL, 31 mmol). The reaction mixture was stirred under reflux for about 3.5 h and then evaporated. The residue was crystallized from hexane/ethyl acetate. The mother liquor was concentrated to give a crude product which was purified by recrystallizati... Starting materials: COC1=C(C=C(C(=O)NC2=CC=CC=C2)C=C1)NC1=CC=CC=C1 (4-Methoxy-3-phenylamino-N-phenyl-benzamide), O (water). Solvent: ClCCCl (1,2-dichloroethane). Conditions: time 1.5 hour. The product is OC1=C(C=C(C(=O)NC2=CC=CC=C2)C=C1)NC1=CC=CC=C1 (4-Hydroxy-3-phenylamino-N-phenyl-benzamide). Isolated yield 35.2%. RXN SMILES: C[O:2][C:3]1[CH:17]=[CH:16][C:6]([C:7]([NH:9][C:10]2[CH:15]=[CH:14][CH:13]=[CH:12][CH:11]=2)=[O:8])=[CH:5][C:4]=1[NH:18][C:19]1[CH:24]=[CH:23][CH:22]=[CH:21][CH:20]=1.O>ClCCCl>[OH:2][C:3]1[CH:17]=[CH:16][C:6]([C:7]([NH:9][C:10]2[CH:15]=[CH:14][CH:13]=[CH:12][CH:11]=2)=[O:8])=[CH:5][C:4]=1[NH:18][C:19]1[CH:20]=[CH:21][CH:22]=[CH:23][CH:24]=1. Procedure details: Boron tribromide-dimethyl sulfide complex (3.1 g, 9.9 mmol) was added to a stirred suspension of 4-methoxy-3-phenylamino-N-phenyl-benzamide from Example 28 (0.9 g, 2.8 mmol) in 1,2-dichloroethane (50 mL) under an inert atmosphere, and the mixture heated to reflux. After 1.5 hours, the mixture was allowed to cool and was poured into water (125 mL) and extracted with dichloromethane (2×75 mL). The combined extracts were washed with water, then saturated brine, and dried over MgSO4. The solvent was...